Dataset: the Open Reaction Database (ORD), a public repository of structured organic reaction records. Task: describe an organic reaction: reactants, conditions, products, and yield The reactants are O (water), FC1=C(C=C(C=C1)C1=NC(=NO1)C1=C2C=CN(C2=CC=C1)CC(=O)N)C (2-{4-[5-(4-fluoro-3-methylphenyl)-1,2,4-oxadiazol-3-yl]-1H-indol-1-yl}acetamide), FC([C@@H](C)O)(F)F ((2R)-1,1,1-trifluoropropane-2-ol), [H-].[Na+] (NaH). Solvent: CN(C)C=O (DMF). Run at temperature 80 celsius, time 4 hour. Product: CC=1C=C(C=CC1O[C@@H](C(F)(F)F)C)C1=NC(=NO1)C1=C2C=CN(C2=CC=C1)CC(=O)N (2-[4-(5-{3-methyl-4-[(1R)-2,2,2-trifluoro-1-methylethoxy]phenyl}-1,2,4-oxadiazol-3-yl)-1H-indol-1-yl]acetamide). The yield is 55.2%. As a reaction SMILES: F[C:2]1[CH:7]=[CH:6][C:5]([C:8]2[O:12][N:11]=[C:10]([C:13]3[CH:21]=[CH:20][CH:19]=[C:18]4[C:14]=3[CH:15]=[CH:16][N:17]4[CH2:22][C:23]([NH2:25])=[O:24])[N:9]=2)=[CH:4][C:3]=1[CH3:26].[F:27][C:28]([F:33])([F:32])[C@H:29]([OH:31])[CH3:30].[H-].[Na+].O>CN(C=O)C>[CH3:26][C:3]1[CH:4]=[C:5]([C:8]2[O:12][N:11]=[C:10]([C:13]3[CH:21]=[CH:20][CH:19]=[C:18]4[C:14]=3[CH:15]=[CH:16][N:17]4[CH2:22][C:23]([NH2:25])=[O:24])[N:9]=2)[CH:6]=[CH:7][C:2]=1[O:31][C@H:29]([CH3:30])[C:28]([F:33])([F:32])[F:27] |f:2.3|. Procedure: To a solution of 2-{4-[5-(4-fluoro-3-methylphenyl)-1,2,4-oxadiazol-3-yl]-1H-indol-1-yl}acetamide (100 mg) and (2R)-1,1,1-trifluoropropane-2-ol (109 mg) in DMF (3 ml) was added 60% NaH (17 mg) at 0° C., followed by stirring at 80° C. for 4 hours. The reaction solution was added with water (15 ml) to complete the reaction, filtered, and then dried. The obtained powder was purified by silica gel column chromatography (chloroform:CH3OH=100:0 to 95:5), and crystallized with diisopropyl ether to obtai... Product: C(C1=CC=CC=C1)NC1=NC=NC2=C1N=C(N=C2N2CCS(CC2)=O)N2CCNCC2 (8-Benzylamino-4-(1-oxido-thiomorpholino)-2-piperazino-pyrimido-[5,4-d]-pyrimidine). Reaction SMILES: CS[C:3]1[C:8]2[N:9]=[C:10]([N:20]3[CH2:25][CH2:24][NH:23][CH2:22][CH2:21]3)[N:11]=[C:12]([N:13]3[CH2:18][CH2:17][S:16](=[O:19])[CH2:15][CH2:14]3)[C:7]=2[N:6]=[CH:5][N:4]=1.[CH2:26]([NH2:33])[C:27]1[CH:32]=[CH:31][CH:30]=[CH:29][CH:28]=1>>[CH2:26]([NH:33][C:3]1[C:8]2[N:9]=[C:10]([N:20]3[CH2:21][CH2:22][NH:23][CH2:24][CH2:25]3)[N:11]=[C:12]([N:13]3[CH2:14][CH2:15][S:16](=[O:19])[CH2:17][CH2:18]3)[C:7]=2[N:6]=[CH:5][N:4]=1)[C:27]1[CH:32]=[CH:31][CH:30]=[CH:29][CH:28]=1. Procedure details: 1.9 gm (0.005 mol) of 8-methylthio-4-(1-oxido-thiomorpholino)-2-piperazino-pyrimido-[5,4-d]-pyrimidine (m.p.: 253°-255° C.) were heated with 25 ml of benzylamine for about one hour at 150° C. Subsequently, the excess amine was largely distilled off in vacuo, the residue was taken up in about 150 ml of water, and the solution was adjusted to pH 7 with dilute hydrochloric acid. The precipitated reaction product was suction-filtered off, washed with water and dried. The reactants are CSC1=NC=NC2=C1N=C(N=C2N2CCS(CC2)=O)N2CCNCC2 (8-methylthio-4-(1-oxido-thiomorpholino)-2-piperazino-pyrimido-[5,4-d]-pyrimidine), C(C1=CC=CC=C1)N (benzylamine). Reactants: C(C)(C)(C)OC(=O)N[C@@](CC1=CC=CC=C1)(C)C1=NN=C(O1)C=1C=C(C=C(C1)Br)N(S(=O)(=O)C)C (3-(5-((R)-2-tert-butoxycarbonylamino-1-phenylpropan-2-yl)-1,3,4-oxadiazol-2-yl)-5-bromo-N-methyl-N-(methylsulfonyl)benzenamine), C(CCC)[Li] (n-butyllithium), N1C=NC=C1 (imidazole). The reagents and catalysts are C=1C=CC(=CC1)[P](C=2C=CC=CC2)(C=3C=CC=CC3)[Pd]([P](C=4C=CC=CC4)(C=5C=CC=CC5)C=6C=CC=CC6)([P](C=7C=CC=CC7)(C=8C=CC=CC8)C=9C=CC=CC9)[P](C=1C=CC=CC1)(C=1C=CC=CC1)C=1C=CC=CC1 (tetrakis(triphenylphosphine)palladium(0)), [Cl-].[Zn+2].[Cl-] (zinc chloride). The solvent is C1CCOC1 (THF). Conditions: temperature -78 celsius, time 15 minute. Product: CN(S(=O)(=O)N1C(=NC=C1)C=1C=C(C=C(C1)C=1OC(=NN1)[C@](CC1=CC=CC=C1)(C)NC(=O)OC(C)(C)C)N(S(=O)(=O)C)C)C (3-(1-(dimethylsulfamoyl)-1H-imidazol-2-yl)-5-(5-((R)-2-tert-butoxycarbonylamino-1-phenylpropan-2-yl)-1,3,4-oxadiazol-2-yl)-N-methyl-N-(methylsulfonyl)benzenamine). Reaction SMILES: [NH:1]1[CH:5]=[CH:4][N:3]=[CH:2]1.C([Li])CCC.[C:11]([O:15][C:16]([NH:18][C@:19]([C:28]1[O:32][C:31]([C:33]2[CH:34]=[C:35]([N:40]([CH3:45])[S:41]([CH3:44])(=[O:43])=[O:42])[CH:36]=[C:37](Br)[CH:38]=2)=[N:30][N:29]=1)([CH3:27])[CH2:20][C:21]1[CH:26]=[CH:25][CH:24]=[CH:23][CH:22]=1)=[O:17])([CH3:14])([CH3:13])[CH3:12]>C1COCC1.[Cl-].[Zn+2].[Cl-].C1C=CC([P]([Pd]([P](C2C=CC=CC=2)(C2C=CC=CC=2)C2C=CC=CC=2)([P](C2C=CC=CC=2)(C2C=CC=CC=2)C2C=CC=CC=2)[P](C2C=CC=CC=2)(C2C=CC=CC=2)C2C=CC=CC=2)(C2C=CC=CC=2)C2C=CC=CC=2)=CC=1>[CH3:35][N:40]([CH3:45])[S:41]([N:1]1[CH:5]=[CH:4][N:3]=[C:2]1[C:37]1[CH:36]=[C:35]([N:40]([CH3:45])[S:41]([CH3:44])(=[O:43])=[O:42])[CH:34]=[C:33]([C:31]2[O:32][C:28]([C@@:19]([NH:18][C:16]([O:15][C:11]([CH3:14])([CH3:13])[CH3:12])=[O:17])([CH3:27])[CH2:20][C:21]3[CH:26]=[CH:25][CH:24]=[CH:23][CH:22]=3)=[N:29][N:30]=2)[CH:38]=1)(=[O:43])=[O:42] |f:4.5.6,^1:57,59,78,97|. Procedure: To a solution of N,N-dimethylsulfamoyl)imidazole (Preparation described in Winter, J., Retey, J. Synthesis. 1994, 3, 245-246; 47 mg, 0.27 mmol) in 1 mL THF, cooled to −78° C. was added n-butyllithium (2.5 M solution in hexanes, 0.12 mL, 0.29 mmol) dropwise. The reaction was stirred at −78° C. for 15 min and zinc chloride (0.5 M solution in THF, 1.6 mL, 0.81 mmol) was added. After warming to rt over 1 h, 3-(5-((R)-2-tert-butoxycarbonylamino-1-phenylpropan-2-yl)-1,3,4-oxadiazol-2-yl)-5-bromo-N-met... The solvent is C1(=CC=CC=C1)C (toluene), O (water). The product is BrC1=CC(=C(OC2=C(C(=O)O)C=CC=N2)C=C1Cl)Cl (2-(4-Bromo-2,5-dichloro-phenoxy)-nicotinic acid). The reactants are ClC1=C(C(=O)O)C=CC=N1 (2-chloro-nicotinic acid), BrC1=CC(=C(C=C1Cl)O)Cl (4-bromo-2,5-dichloro-phenol), C([O-])([O-])=O.[Cs+].[Cs+] (caesium carbonate), Cl (HCl). Reported procedure: To a solution of 2-chloro-nicotinic acid (100 mg, 0.64 mmol, 1.0 equiv; [CAS RN 2942-59-8]) and 4-bromo-2,5-dichloro-phenol (184 mg, 0.76 mmol, 1.2 equiv; [CAS RN 1940-42-7]) in toluene (1 mL) was added caesium carbonate (517 mg, 1.59 mmol, 2.5 equiv; [CAS RN 534-17-8]) and tetrakis(acetonitrile)copper(I) hexafluorophosphate (47 mg, 0.13 mmol, 0.2 equiv; [CAS RN 64443-05-6]). The reaction mixture was heated by microwave irradiation to 140° C. for 1 h. The solvent was evaporated under reduced pre... Reaction conditions: temperature 140 celsius. Reaction SMILES: Cl[C:2]1[N:10]=[CH:9][CH:8]=[CH:7][C:3]=1[C:4]([OH:6])=[O:5].[Br:11][C:12]1[C:17]([Cl:18])=[CH:16][C:15]([OH:19])=[C:14]([Cl:20])[CH:13]=1.C(=O)([O-])[O-].[Cs+].[Cs+].Cl>C1(C)C=CC=CC=1.O.CC#N.CC#N.CC#N.CC#N.F[P-](F)(F)(F)(F)F.[Cu+]>[Br:11][C:12]1[C:17]([Cl:18])=[CH:16][C:15]([O:19][C:2]2[N:10]=[CH:9][CH:8]=[CH:7][C:3]=2[C:4]([OH:6])=[O:5])=[C:14]([Cl:20])[CH:13]=1 |f:2.3.4,8.9.10.11.12.13|. Reagents/catalysts: CC#N.CC#N.CC#N.CC#N.F[P-](F)(F)(F)(F)F.[Cu+] (tetrakis(acetonitrile)copper(I) hexafluorophosphate). Procedure details: 30.0 g (about 0.1 mol) of 7-ethoxy-1,2-difluoronaphthalene are initially introduced in 300 ml of THF, and 130.0 ml (0.21 mol) of n-BuLi (15% soln. in hexane) are added at −75° C. After 1 h at this temperature, 25.0 ml (0.22 mol) of trimethyl borate are added dropwise, and the batch is warmed to −10° C. 50 ml of dilute acetic acid (about 30%) are added, and the mixture is warmed to 30° C. 40 ml of hydrogen peroxide solution (35%) are carefully added, and the mixture is stirred vigorously for 18 h... Starting materials: [Li]CCCC (n-BuLi), OO (hydrogen peroxide), C(C)OC1=CC=C2C=CC(=C(C2=C1)F)F (7-ethoxy-1,2-difluoronaphthalene), B(OC)(OC)OC (trimethyl borate). Conditions: temperature -10 celsius, time 18 hour. RXN SMILES: [CH2:1]([O:3][C:4]1[CH:13]=[C:12]2[C:7]([CH:8]=[CH:9][C:10]([F:15])=[C:11]2[F:14])=[CH:6][CH:5]=1)[CH3:2].[Li]CCCC.B(OC)(OC)[O:22]C.OO>C1COCC1.S([O-])([O-])(=O)=O.[Fe+2].[NH4+].O.C(O)(=O)C>[CH2:1]([O:3][C:4]1[CH:13]=[C:12]2[C:7](=[CH:6][CH:5]=1)[CH:8]=[C:9]([OH:22])[C:10]([F:15])=[C:11]2[F:14])[CH3:2] |f:5.6.7|. The reagents and catalysts are S(=O)(=O)([O-])[O-].[Fe+2].[NH4+] (ammonium iron(II) sulfate). Run in C(C)(=O)O (acetic acid), O (Water), C1CCOC1 (THF). Product: C(C)OC=1C=C2C(=C(C(=CC2=CC1)O)F)F (6-ethoxy-3,4-difluoronaphthalen-2-ol). Reactants: COS(=O)(=O)OC (dimethylsulfate), C(C)(=O)O (acetic acid), C(C1=CC=CC=C1)(=O)OC=1C(=NC(=NC1C(=O)OC)C1(N(CCN(C1)C(=O)OC(C)(C)C)C(=O)OCC1=CC=CC=C1)C)O (1-Benzyl 4-tert-butyl 2-[5-(benzoyloxy)-4-hydroxy-6-(methoxycarbonyl)pyrimidin-2-yl]-2-methylpiperazine-1,4-dicarboxylate), [H-].[Li+] (LiH). The solvent is O (water), O1CCOCC1 (dioxane), CCOC(=O)C (EtOAc). Conditions: temperature 40 celsius, time 45 minute. Yields the product C(C1=CC=CC=C1)(=O)OC1=C(N=C(N(C1=O)C)C1(N(CCN(C1)C(=O)OC(C)(C)C)C(=O)OCC1=CC=CC=C1)C)C(=O)OC (1-benzyl 4-tert-butyl 2-[5-(benzoyloxy)-4-(methoxycarbonyl)-1-methyl-6-oxo-1,6-dihydropyrimidin-2-yl]-2-methylpiperazine-1,4-dicarboxylate). Reaction SMILES: [C:1]([O:9][C:10]1[C:11]([OH:44])=[N:12][C:13]([C:20]2([CH3:43])[CH2:25][N:24]([C:26]([O:28][C:29]([CH3:32])([CH3:31])[CH3:30])=[O:27])[CH2:23][CH2:22][N:21]2[C:33]([O:35][CH2:36][C:37]2[CH:42]=[CH:41][CH:40]=[CH:39][CH:38]=2)=[O:34])=[N:14][C:15]=1[C:16]([O:18][CH3:19])=[O:17])(=[O:8])[C:2]1[CH:7]=[CH:6][CH:5]=[CH:4][CH:3]=1.[H-].[Li+].[CH3:47]OS(OC)(=O)=O.C(O)(=O)C>O1CCOCC1.CCOC(C)=O.O>[C:1]([O:9][C:10]1[C:11](=[O:44])[N:12]([CH3:47])[C:13]([C:20]2([CH3:43])[CH2:25][N:24]([C:26]([O:28][C:29]([CH3:31])([CH3:32])[CH3:30])=[O:27])[CH2:23][CH2:22][N:21]2[C:33]([O:35][CH2:36][C:37]2[CH:42]=[CH:41][CH:40]=[CH:39][CH:38]=2)=[O:34])=[N:14][C:15]=1[C:16]([O:18][CH3:19])=[O:17])(=[O:8])[C:2]1[CH:7]=[CH:6][CH:5]=[CH:4][CH:3]=1 |f:1.2|. Reported procedure: 1-Benzyl 4-tert-butyl 2-[5-(benzoyloxy)-4-hydroxy-6-(methoxycarbonyl)pyrimidin-2-yl]-2-methylpiperazine-1,4-dicarboxylate was added to a suspension of LiH (1.1 eq) in dioxane (7 ml/mmol) at room temperature. The mixture was stirred at 40° C. for 45 min, then dimethylsulfate (1.3 eq) was added and the temperature was raised to 60° C. After 1 h glacial acetic acid (0.1 eq) was added to the reaction mixture, followed by water (7 ml/mmol) and EtOAc (7 ml/mmol). The aqueous layer was separated and ex... Reactants: C(C)(C)(C)C1=CC=C(C=C1)S(=O)(=O)CC=1N=C(OC1C)C1=CC=C(C(=O)OC)C=C1 (Methyl 4-(4-{[(4-tert-Butylphenyl)sulfonyl]methyl}-5-methyl-1,3-oxazol-2-yl)benzoate), Cl (HCl). Yields the product C(C)(C)(C)C1=CC=C(C=C1)S(=O)(=O)CC=1N=C(OC1C)C1=CC=C(C(=O)O)C=C1 (4-(4-{[(4-tert-Butylphenyl)sulfonyl]methyl}-5-methyl-1,3-oxazol-2-yl)benzoic Acid). The yield is 89.4%. Reaction SMILES: [C:1]([C:5]1[CH:10]=[CH:9][C:8]([S:11]([CH2:14][C:15]2[N:16]=[C:17]([C:21]3[CH:30]=[CH:29][C:24]([C:25]([O:27]C)=[O:26])=[CH:23][CH:22]=3)[O:18][C:19]=2[CH3:20])(=[O:13])=[O:12])=[CH:7][CH:6]=1)([CH3:4])([CH3:3])[CH3:2].Cl>>[C:1]([C:5]1[CH:6]=[CH:7][C:8]([S:11]([CH2:14][C:15]2[N:16]=[C:17]([C:21]3[CH:22]=[CH:23][C:24]([C:25]([OH:27])=[O:26])=[CH:29][CH:30]=3)[O:18][C:19]=2[CH3:20])(=[O:13])=[O:12])=[CH:9][CH:10]=1)([CH3:4])([CH3:2])[CH3:3]. Procedure: Reaction of benzoate 22 (97 mg, 0.23 mmol) and 6 M HCl (5 mL) gave acid 23 (85 mg, 89%) as a white solid: mp (H2O) 220-222° C.; 1H NMR δ 13.15 (br s, 1H, CO2H), 8.02 (dd, J=8.7, 1.9 Hz, 2H, H-2, H-6), 7.88 (ddd, J=8.7, 1.9, 1.5 Hz, 2H, H-3, H-5), 7.70 (ddd, J=8.6, 2.0, 1.9 Hz, 2H, H-2′, H-6′), 7.63 (ddd, J=8.6, 2.0, 1.9 Hz, 2H, H-3′, H-5′), 4.64 (s, 2H, CH2SO2), 2.14 (s, 3H, CH3), 1.29 [s, 9H, C(CH3)3]; MS m/z 415.5 (MH+, 100%). Anal. calcd for C22H23NO5S.H2O: C, 61.24; H, 5.84; N, 3.25. Found: ...